The task is: describe an organic reaction: reactants, conditions, products, and yield. This data is from the Open Reaction Database (ORD), a public repository of structured organic reaction records. Reactants: FC1=CC=C(CP(OC)(OC)=O)C=C1 (4-Fluorobenzylphosphonic acid, dimethyl ester), FC=1C=C(CBr)C=CC1 (3-fluorobenzyl bromide), COP(OC)OC (trimethylphosphite). Product: FC=1C=C(CP(OC)(OC)=O)C=CC1 (3-Fluorobenzylphosphonic acid, dimethyl ester). As a reaction SMILES: F[C:2]1[CH:14]=[CH:13][C:5]([CH2:6][P:7](=[O:12])([O:10][CH3:11])[O:8][CH3:9])=[CH:4][CH:3]=1.[F:15]C1C=C(C=CC=1)CBr.COP(OC)OC>>[F:15][C:3]1[CH:4]=[C:5]([CH:13]=[CH:14][CH:2]=1)[CH2:6][P:7](=[O:12])([O:10][CH3:11])[O:8][CH3:9]. Procedure details: Following the procedure of Compound 11, 3-fluorobenzyl bromide is reacted with trimethylphosphite. Starting materials: FC(C(C(F)(F)F)O)(S(=O)(=O)[O-])F.C(C1=CC=CC=C1)[N+](C)(C)C (Benzyltrimethylammonium 1,1,3,3,3-pentafluoro-2-hydroxypropane-1-sulfonate), C12(CC3CC(CC(C1)C3)C2)C(=O)Cl (1-adamantanecarboxylic acid chloride). Product: C12(CC3CC(CC(C1)C3)C2)C(=O)OC(C(S(=O)(=O)[O-])(F)F)C(F)(F)F.C(C2=CC=CC=C2)[N+](C)(C)C (benzyltrimethylammonium 2-(adamantane-1-carbonyloxy)-1,1,3,3,3-pentafluoropropane-1-sulfonate). Reaction SMILES: [F:1][C:2]([F:13])([S:9]([O-:12])(=[O:11])=[O:10])[CH:3]([OH:8])[C:4]([F:7])([F:6])[F:5].[CH2:14]([N+:21]([CH3:24])([CH3:23])[CH3:22])[C:15]1[CH:20]=[CH:19][CH:18]=[CH:17][CH:16]=1.[C:25]12([C:35](Cl)=[O:36])[CH2:34][CH:29]3[CH2:30][CH:31]([CH2:33][CH:27]([CH2:28]3)[CH2:26]1)[CH2:32]2>>[C:25]12([C:35]([O:8][CH:3]([C:4]([F:6])([F:5])[F:7])[C:2]([F:1])([F:13])[S:9]([O-:12])(=[O:10])=[O:11])=[O:36])[CH2:32][CH:31]3[CH2:30][CH:29]([CH2:28][CH:27]([CH2:33]3)[CH2:26]1)[CH2:34]2.[CH2:14]([N+:21]([CH3:24])([CH3:23])[CH3:22])[C:15]1[CH:20]=[CH:19][CH:18]=[CH:17][CH:16]=1 |f:0.1,3.4|. Procedure: Benzyltrimethylammonium 1,1,3,3,3-pentafluoro-2-hydroxypropane-1-sulfonate in Synthesis Example 1-1 and 1-adamantanecarboxylic acid chloride were reacted in accordance with the teaching of JP-A 2008-106045, yielding the desired compound, benzyltrimethylammonium 2-(adamantane-1-carbonyloxy)-1,1,3,3,3-pentafluoropropane-1-sulfonate as white crystals. Reactants: C(C1=CC=CC=C1)NC1=C(C(=NC2=CC=CC=C12)Cl)[N+](=O)[O-] (N-Benzyl-2-chloro-3-nitroquinolin-4-amine). The reagents and catalysts are [Pt] (platinum on carbon). Run in C(C)#N (acetonitrile). Run at time 8 hour. Product: C(C1=CC=CC=C1)NC1=C(C(=NC2=CC=CC=C12)Cl)N (N4-benzyl-2-chloroquinoline-3,4-diamine). Yield: 96.1%. RXN SMILES: [CH2:1]([NH:8][C:9]1[C:18]2[C:13](=[CH:14][CH:15]=[CH:16][CH:17]=2)[N:12]=[C:11]([Cl:19])[C:10]=1[N+:20]([O-])=O)[C:2]1[CH:7]=[CH:6][CH:5]=[CH:4][CH:3]=1>[Pt].C(#N)C>[CH2:1]([NH:8][C:9]1[C:18]2[C:13](=[CH:14][CH:15]=[CH:16][CH:17]=2)[N:12]=[C:11]([Cl:19])[C:10]=1[NH2:20])[C:2]1[CH:3]=[CH:4][CH:5]=[CH:6][CH:7]=1. Reported procedure: N-Benzyl-2-chloro-3-nitroquinolin-4-amine (31.9 g, 0.102 mol), 5% platinum on carbon (3.2 g), and acetonitrile (325 mL) were added to a Parr vessel and shaken under hydrogen pressure (30 psi, 2.1×105 Pa) overnight. The mixture was filtered through a layer of CELITE filter agent, and the filtrate was concentrated under reduced pressure and further dried under high vacuum to provide 27.82 g of N4-benzyl-2-chloroquinoline-3,4-diamine, which was used without purification. The reagents and catalysts are CC(=O)[O-].CC(=O)[O-].[Pd+2] (Pd(OAc)2). Reaction conditions: temperature 100 celsius. As a reaction SMILES: Br[C:2]1[C:3]([CH2:16][O:17][C:18]2[CH:23]=[CH:22][C:21]([C@@H:24]([C:29]3[N:30]([CH3:34])[CH:31]=[CH:32][N:33]=3)[CH2:25][C:26]([OH:28])=[O:27])=[CH:20][CH:19]=2)=[CH:4][C:5]2[C:6]([CH3:15])([CH3:14])[CH2:7][CH2:8][C:9]([CH3:13])([CH3:12])[C:10]=2[CH:11]=1.[CH:35]1(B(O)O)C[CH2:36]1.[O-]P([O-])([O-])=O.[K+].[K+].[K+].[CH3:49]OC1C=CC=C(OC)C=1C1C=CC=CC=1P(C1CCCCC1)C1CCCCC1>CC([O-])=O.CC([O-])=O.[Pd+2].O1CCOCC1>[CH3:34][N:30]1[CH:31]=[CH:32][N:33]=[C:29]1[C@H:24]([C:21]1[CH:22]=[CH:23][C:18]([O:17][CH2:16][C:3]2[C:2]([CH3:49])=[CH:11][C:10]3[C:9]([CH3:12])([CH3:13])[CH2:8][CH2:7][C:6]([CH3:15])([CH3:14])[C:5]=3[CH:4]=2)=[CH:19][CH:20]=1)[CH2:25][C:26]([O:28][CH2:35][CH3:36])=[O:27] |f:2.3.4.5,7.8.9|. Procedure details: The mixture of compound 91 (166 mg, 0.3 mmol), cyclopropyl boronic acid (129 mg, 1.5 mmol), K3PO4 (212 mg, 1 mmol), Pd(OAc)2 (26 mg, 0.12 mmol), Sphos (100 mg, 0.24 mmol) and dioxane (3 mL) was purged with nitrogen, and then heated at 100° C. overnight. The reaction mixture was directly purified by CombiFlash. The compound 92.1 was generated as a colorless oil. LC-MS ESI (pos.) M/E: 515 (M+H). The reactants are BrC=1C(=CC=2C(CCC(C2C1)(C)C)(C)C)COC1=CC=C(C=C1)[C@H](CC(=O)O)C=1N(C=CN1)C ((S)-3-(4-((3-Bromo-5,5,8,8-tetramethyl-5,6,7,8-tetrahydronaphthalen-2-yl)methoxy)phenyl)-3-(1-methyl-1H-imidazol-2-yl)propanoic acid), C1(CC1)B(O)O (cyclopropyl boronic acid), [O-]P(=O)([O-])[O-].[K+].[K+].[K+] (K3PO4), COC=1C=CC=C(C1C=2C=CC=CC2P(C3CCCCC3)C4CCCCC4)OC (Sphos). The solvent is O1CCOCC1 (dioxane). Yields the product CN1C(=NC=C1)[C@@H](CC(=O)OCC)C1=CC=C(C=C1)OCC1=CC=2C(CCC(C2C=C1C)(C)C)(C)C ((S)-Ethyl 3-(1-methyl-1H-imidazol-2-yl)-3-(4-((3,5,5,8,8-pentamethyl-5,6,7,8-tetrahydronaphthalen-2-yl)methoxy)phenyl)propanoate). RXN SMILES: [NH2:1][C:2]1[N:7]=[CH:6][C:5]([C:8]2[CH:9]=[C:10]3[C:14](=[CH:15][CH:16]=2)[NH:13][C:12]([C:17]([O:19]CC)=[O:18])=[CH:11]3)=[CH:4][C:3]=1[O:22][CH2:23][C:24]1[C:29]([Cl:30])=[CH:28][CH:27]=[CH:26][C:25]=1[Cl:31].O.[OH-].[Li+]>CO>[NH2:1][C:2]1[N:7]=[CH:6][C:5]([C:8]2[CH:9]=[C:10]3[C:14](=[CH:15][CH:16]=2)[NH:13][C:12]([C:17]([OH:19])=[O:18])=[CH:11]3)=[CH:4][C:3]=1[O:22][CH2:23][C:24]1[C:25]([Cl:31])=[CH:26][CH:27]=[CH:28][C:29]=1[Cl:30] |f:2.3|. The reactants are O (water), [OH-].[Li+] (lithium hydroxide), NC1=C(C=C(C=N1)C=1C=C2C=C(NC2=CC1)C(=O)OCC)OCC1=C(C=CC=C1Cl)Cl (ethyl 5-{6-amino-5-[(2,6-dichlorobenzyl)oxy]pyridin-3-yl}-1H-indole-2-carboxylate). Run at time 10 minute. Yields the product NC1=C(C=C(C=N1)C=1C=C2C=C(NC2=CC1)C(=O)O)OCC1=C(C=CC=C1Cl)Cl (5-{6-amino-5-[(2,6-dichlorobenzyl)oxy]pyridin-3-yl}-1H-indole-2-carboxylic acid). Run in CO (methanol). Procedure details: To a mixture of ethyl 5-{6-amino-5-[(2,6-dichlorobenzyl)oxy]pyridin-3-yl}-1H-indole-2-carboxylate (2.5 g, 5.5 mmol) in methanol:water (60 mL:20 mL), lithium hydroxide (0.65 g, 27.1 mmol) was added. The reaction was heated to reflux for overnight. Most of the solvent was evaporated and the mixture was acidified, and stirred for 10 min. The precipitate was filtered out and washed with water to yield 5-{6-amino-5-[(2,6-dichlorobenzyl)oxy]pyridin-3-yl}-1H-indole-2-carboxylic acid as tan solid.